From a dataset of the Open Reaction Database (ORD), a public repository of structured organic reaction records. describe an organic reaction: reactants, conditions, products, and yield Starting materials: C(=O)(O)C1NC2(C(N(C2O1)C(C(=O)OCC1=CC=CC=C1)=C(C)C)=O)C(CC1=CC=CC=C1)=O (benzyl α-(3ξ-carboxy-2-phenylacetyl-7-oxo-4-oxa-2,6-diazabicyclo[3.2.0]heptan-6-yl)-α-isopropylideneacetate), CN(C=O)C (N,N-dimethylformamide), C(C(=O)Cl)(=O)Cl (oxalyl chloride). Solvent: C1=CC=CC=C1 (benzene). Run at time 45 minute. Yields the product C(C)(=O)C1NC2(C(N(C2O1)C(C(=O)OCC1=CC=CC=C1)=C(C)C)=O)C(CC1=CC=CC=C1)=O (benzyl α-(3ξ-acetyl-2-phenylacetyl-7-oxo-4-oxa-2,6-diazabicyclo[3.2.0]heptan-6-yl)-α-isopropylideneacetate). Isolated yield 79.7%. As a reaction SMILES: [C:1]([CH:4]1[O:10][CH:9]2[C:6]([C:26](=[O:34])[CH2:27][C:28]3[CH:33]=[CH:32][CH:31]=[CH:30][CH:29]=3)([C:7](=[O:25])[N:8]2[C:11](=[C:22]([CH3:24])[CH3:23])[C:12]([O:14][CH2:15][C:16]2[CH:21]=[CH:20][CH:19]=[CH:18][CH:17]=2)=[O:13])[NH:5]1)([OH:3])=O.[CH3:35]N(C)C=O.C(Cl)(=O)C(Cl)=O>C1C=CC=CC=1>[C:1]([CH:4]1[O:10][CH:9]2[C:6]([C:26](=[O:34])[CH2:27][C:28]3[CH:33]=[CH:32][CH:31]=[CH:30][CH:29]=3)([C:7](=[O:25])[N:8]2[C:11](=[C:22]([CH3:24])[CH3:23])[C:12]([O:14][CH2:15][C:16]2[CH:21]=[CH:20][CH:19]=[CH:18][CH:17]=2)=[O:13])[NH:5]1)(=[O:3])[CH3:35]. Procedure: To a solution of 10 g of benzyl α-(3ξ-carboxy-2-phenylacetyl-7-oxo-4-oxa-2,6-diazabicyclo[3.2.0]heptan-6-yl)-α-isopropylideneacetate in 120 ml of benzene are added 0.25 ml of N,N-dimethylformamide and 2.2 ml of oxalyl chloride, and the mixture stirred at room temperature for 45 minutes. The resulting solution of benzyl α-(3ξ-chlorocarbonyl-2-phenylacetyl-7-oxo-4-oxa-2,6-diazabicyclo[3.2.0]heptan-6-yl)-α-isopropylideneacetate is concentrated to about 1/2 volume, then dropwise added to a solution ... The reactants are [OH-].[Na+] (sodium hydroxide), C(CCC)OC1=C(C=CC(=C1)\C=C(\C(=O)OCC)/CC)C1=CC(=CC=C1)N(C(=O)NCCCCC)C (ethyl 2-[1-[2-butoxy-3′-(1-methyl-3-pentylureido)biphenyl-4-yl]meth-(E)-ylidene]butyrate). Solvent: C(C)O (ethanol), O1CCCC1 (tetrahydrofuran). Reaction conditions: temperature 50 celsius. The product is C(CCC)OC1=C(C=CC(=C1)\C=C(\C(=O)O)/CC)C1=CC(=CC=C1)N(C(=O)NCCCCC)C (2-[1-[2-butoxy-3′-(1-methyl-3-pentylureido)biphenyl-4-yl]meth-(E)-ylidene]butyric acid). Isolated yield 66.4%. As a reaction SMILES: [OH-].[Na+].[CH2:3]([O:7][C:8]1[CH:13]=[C:12](/[CH:14]=[C:15](\[CH2:21][CH3:22])/[C:16]([O:18]CC)=[O:17])[CH:11]=[CH:10][C:9]=1[C:23]1[CH:28]=[CH:27][CH:26]=[C:25]([N:29]([CH3:38])[C:30]([NH:32][CH2:33][CH2:34][CH2:35][CH2:36][CH3:37])=[O:31])[CH:24]=1)[CH2:4][CH2:5][CH3:6]>C(O)C.O1CCCC1>[CH2:3]([O:7][C:8]1[CH:13]=[C:12](/[CH:14]=[C:15](\[CH2:21][CH3:22])/[C:16]([OH:18])=[O:17])[CH:11]=[CH:10][C:9]=1[C:23]1[CH:28]=[CH:27][CH:26]=[C:25]([N:29]([CH3:38])[C:30]([NH:32][CH2:33][CH2:34][CH2:35][CH2:36][CH3:37])=[O:31])[CH:24]=1)[CH2:4][CH2:5][CH3:6] |f:0.1|. Reported procedure: 40 mg (1 mmol) of sodium hydroxide are added to a solution of 483 mg (1 mmol) of ethyl 2-[1-[2-butoxy-3′-(1-methyl-3-pentylureido)biphenyl-4-yl]meth-(E)-ylidene]butyrate in 1 mL of ethanol and 10 mL of tetrahydrofuran. The reaction mixture is heated at 50° C. for 48 hours. The reaction medium is evaporated to dryness, taken up in water and acidified with aqueous 2 N hydrochloric acid solution and extracted with ethyl acetate. The organic phases are combined, washed with water and dried over magn... Reactants: ClC1=C(OC[C@H]2CCC[C@@H](O2)OC(CCl)CCC2=CC=C(C=C2)Cl)C=CC(=C1)Cl (trans-6-(2,4-dichlorophenoxymethyl)-2-[1-chloro-4-(4-chlorophenyl)-2-butoxy]tetrahydropyran), [I-].[Na+] (sodium iodide), N1C=NC=C1 (imidazole), [H-].[Na+] (sodium hydride). Run in CN(C=O)C (dimethylformamide), CN(C=O)C (dimethylformamide). Run at time 4 hour. Yields the product ClC1=CC=C(C=C1)CCC(CN1C=NC=C1)O[C@@H]1O[C@H](CCC1)COC1=C(C=C(C=C1)Cl)Cl (1-{4-(4-Chlorophenyl)-trans-2-[6-(2,4-dichlorophenoxymethyl)tetrahydropyran-2-yloxy]butyl}imidazole). The yield is 43.1%. Reaction SMILES: [NH:1]1[CH:5]=[CH:4][N:3]=[CH:2]1.[H-].[Na+].[Cl:8][C:9]1[CH:35]=[C:34]([Cl:36])[CH:33]=[CH:32][C:10]=1[O:11][CH2:12][C@@H:13]1[O:18][C@@H:17]([O:19][CH:20]([CH2:23][CH2:24][C:25]2[CH:30]=[CH:29][C:28]([Cl:31])=[CH:27][CH:26]=2)[CH2:21]Cl)[CH2:16][CH2:15][CH2:14]1.[I-].[Na+]>CN(C)C=O>[Cl:31][C:28]1[CH:29]=[CH:30][C:25]([CH2:24][CH2:23][CH:20]([O:19][C@H:17]2[CH2:16][CH2:15][CH2:14][C@H:13]([CH2:12][O:11][C:10]3[CH:32]=[CH:33][C:34]([Cl:36])=[CH:35][C:9]=3[Cl:8])[O:18]2)[CH2:21][N:1]2[CH:5]=[CH:4][N:3]=[CH:2]2)=[CH:26][CH:27]=1 |f:1.2,4.5|. Procedure: A solution of 90 mg of imidazole and 58 mg of 55% sodium hydride in 2 ml of dimethylformamide was stirred at 80° C. for 30 minutes and then left to cool to room temperature. 2 ml of a dimethylformamide solution containing 420 mg of trans-6-(2,4-dichlorophenoxymethyl)-2-[1-chloro-4-(4-chlorophenyl)-2-butoxy]tetrahydropyran and 132 mg of sodium iodide were then added to the mixture and stirring was continued at 90° C. for 4 hours. The mixture was then treated and the product purified essentially a...